This data is from the Open Reaction Database (ORD), a public repository of structured organic reaction records. The task is: describe an organic reaction: reactants, conditions, products, and yield Reactants: C(C1=CC=CC=C1)N=[N+]=[N-] (benzyl azide), ClC(C#N)=C (2-chloroacrylonitrile). The solvent is O (water). Reaction conditions: temperature 80 celsius, time 22 hour. Product: C(C1=CC=CC=C1)N1N=NC(=C1)C#N (1-Benzyl-4-cyano-1H-1,2,3-triazole). As a reaction SMILES: [CH2:1]([N:8]=[N+:9]=[N-:10])[C:2]1[CH:7]=[CH:6][CH:5]=[CH:4][CH:3]=1.Cl[C:12](=[CH2:15])[C:13]#[N:14]>O>[CH2:1]([N:8]1[CH:15]=[C:12]([C:13]#[N:14])[N:10]=[N:9]1)[C:2]1[CH:7]=[CH:6][CH:5]=[CH:4][CH:3]=1. Procedure: A mixture of benzyl azide (1.33 g) and 2-chloroacrylonitrile (1.75 g) in water (5 ml) is stirred at about 80° C. for 22 hours, then excess 2-chloroacrylonitrile is distilled off in vacuo. The mixture is cooled to room temperature and the precipitated product is isolated by filtration and washed with water. After drying, the product is obtained in a yield of 1.66 g=90% of theory m.p. 78-79° C. (recrystallization from toluene/hexane). Reactants: COC=1C=C(C=C(C1OC)OC)C1=C(CCl)C=CC=C1 (2-(3,4,5-Trimethoxyphenyl)benzyl chloride), N1CCNCCC1 (homopiperazine). Product: Cl.Cl.COC=1C=C(C=C(C1OC)OC)C1=C(CN2CCN(CCC2)CC2=C(C=CC=C2)C2=CC(=C(C(=C2)OC)OC)OC)C=CC=C1 (N,N′-bis[2-(3,4,5-Trimethoxyphenyl)benzyl]-homopiperazine Dihydrochloride). As a reaction SMILES: [CH3:1][O:2][C:3]1[CH:4]=[C:5]([C:13]2[CH:20]=[CH:19][CH:18]=[CH:17][C:14]=2[CH2:15][Cl:16])[CH:6]=[C:7]([O:11][CH3:12])[C:8]=1[O:9][CH3:10].[NH:21]1[CH2:27][CH2:26][CH2:25][NH:24][CH2:23][CH2:22]1>>[ClH:16].[ClH:16].[CH3:1][O:2][C:3]1[CH:4]=[C:5]([C:13]2[CH:20]=[CH:19][CH:18]=[CH:17][C:14]=2[CH2:15][N:21]2[CH2:27][CH2:26][CH2:25][N:24]([CH2:15][C:14]3[CH:17]=[CH:18][CH:19]=[CH:20][C:13]=3[C:5]3[CH:6]=[C:7]([O:11][CH3:12])[C:8]([O:9][CH3:10])=[C:3]([O:2][CH3:1])[CH:4]=3)[CH2:23][CH2:22]2)[CH:6]=[C:7]([O:11][CH3:12])[C:8]=1[O:9][CH3:10] |f:2.3.4|. Procedure details: 2-(3,4,5-Trimethoxyphenyl)benzyl chloride (307 mg) and homopiperazine (53 mg) were reacted in the same manner as in Example 1 to obtain a free base of the title compound. This compound was converted into a dihydrochloride in the same manner as in Example 1. The reactants are SC=1SC(=NN1)S (2,5-dimercapto-1,3,4-thiadiazole), [OH-].[Na+] (sodium hydroxide), Cl.ClCC=1NCCN1 (2-(chloromethyl)imidazoline hydrochloride). The solvent is C(C)O (ethanol). Product: Cl.N1C(=NCC1)CSC=1SC(=NN1)S (2-(2-imidazolin-2-yl)methylthio-5-mercapto-1,3,4-thiadiazole hydrochloride). Isolated yield 52.2%. RXN SMILES: [SH:1][C:2]1[S:3][C:4]([SH:7])=[N:5][N:6]=1.[OH-].[Na+].Cl.[Cl:11][CH2:12][C:13]1[NH:14][CH2:15][CH2:16][N:17]=1>C(O)C>[ClH:11].[NH:17]1[CH2:16][CH2:15][N:14]=[C:13]1[CH2:12][S:1][C:2]1[S:3][C:4]([SH:7])=[N:5][N:6]=1 |f:1.2,3.4,6.7|. Procedure details: In 30 ml of ethanol was suspended 2.25 g of 2,5-dimercapto-1,3,4-thiadiazole, and 30 ml of 1N-sodium hydroxide solution was added to the suspension under ice-cooling and stirring. To the mixture was further added 2.33 g of 2-(chloromethyl)imidazoline hydrochloride, and the mixture was stirred at room temperature for 90 minutes and concentrated under reduced pressure. The concentrate was adjusted to pH 4.8 and washed with ethyl acetate. The aqueous layer was concentrated and subjected to a column... Reported procedure: The title compound, off-white solid, m.p.91° C. and MS: m/e=323 (M+) was prepared in accordance with the general method of example 1e from (RS)-2-(4-fluoro-phenyl)-pyrrolidine and 2-fluoro-benzenesulfonyl chloride. The product is FC1=C(C=CC=C1)S(=O)(=O)N1C(CCC1)C1=CC=C(C=C1)F ((RS)-1-(2-Fluoro-benzenesulfonyl)-2-(4-fluoro-phenyl)-pyrrolidine). As a reaction SMILES: [F:1][C:2]1[CH:7]=[CH:6][C:5]([CH:8]2[CH2:12][CH2:11][CH2:10][NH:9]2)=[CH:4][CH:3]=1.[F:13][C:14]1[CH:19]=[CH:18][CH:17]=[CH:16][C:15]=1[S:20](Cl)(=[O:22])=[O:21]>>[F:13][C:14]1[CH:19]=[CH:18][CH:17]=[CH:16][C:15]=1[S:20]([N:9]1[CH2:10][CH2:11][CH2:12][CH:8]1[C:5]1[CH:4]=[CH:3][C:2]([F:1])=[CH:7][CH:6]=1)(=[O:22])=[O:21]. The reactants are FC1=CC=C(C=C1)C1NCCC1 ((RS)-2-(4-fluoro-phenyl)-pyrrolidine), FC1=C(C=CC=C1)S(=O)(=O)Cl (2-fluoro-benzenesulfonyl chloride).